Dataset: the Open Reaction Database (ORD), a public repository of structured organic reaction records. Task: describe an organic reaction: reactants, conditions, products, and yield Reactants: C(C)(=O)OCC (ethyl acetate), [OH-].[Na+] (sodium hydroxide), FC(C=1C=NC2=CC=CC=C2C1)(F)F (3-(Trifluoromethyl)quinoline), BrN1C(CCC1=O)=O (N-bromosuccinimide). Solvent: S(=O)([O-])[O-].[Na+].[Na+] (sodium sulfite), S(O)(O)(=O)=O (sulfuric acid). Run at time 1.5 hour. Yields the product BrC=1C=CC=C2C=C(C=NC12)C(F)(F)F (8-bromo-3-(trifluoromethyl)quinoline), BrC1=C2C=C(C=NC2=CC=C1)C(F)(F)F (5-bromo-3-(trifluoromethyl)quinoline). The yield is 37.0%. Reaction SMILES: [F:1][C:2]([F:14])([F:13])[C:3]1[CH:4]=[N:5][C:6]2[C:11]([CH:12]=1)=[CH:10][CH:9]=[CH:8][CH:7]=2.[Br:15]N1C(=O)CCC1=O.[OH-].[Na+].C(OCC)(=O)C>S(=O)(=O)(O)O.S([O-])([O-])=O.[Na+].[Na+]>[Br:15][C:7]1[CH:8]=[CH:9][CH:10]=[C:11]2[C:6]=1[N:5]=[CH:4][C:3]([C:2]([F:1])([F:13])[F:14])=[CH:12]2.[Br:15][C:10]1[CH:9]=[CH:8][CH:7]=[C:6]2[C:11]=1[CH:12]=[C:3]([C:2]([F:1])([F:13])[F:14])[CH:4]=[N:5]2 |f:2.3,6.7.8|. Reported procedure: 3-(Trifluoromethyl)quinoline (7.00 g, 35.5 mmol) and N-bromosuccinimide (9.00 g, 50.6 mmol) in concentrated sulfuric acid (50 ml) was heated to 50° C. After stirring for 1.5 h, the solution was cooled to ambient temperature, diluted with saturated aq. sodium sulfite, made alkaline with 3 N aq. sodium hydroxide, and extracted with methylene chloride. The combined organic extracts were dried over magnesium sulfate, filtered, and concentrated under reduced pressure. The residue was flash chromatogr... Starting materials: C([O-])([O-])=O.[K+].[K+] (Potassium carbonate), Cl.Cl.NCCSCC1=C(N=CS1)C (5-(2-aminoethyl)thiomethyl-4-methylthiazole dihydrochloride), CN=C=S (methyl isothiocyanate). The solvent is O (water). Product: CNC(=S)NCCSCC1=C(N=CS1)C (N-methyl-N'-[2-(4-methyl-5-thiazolylmethylthio)ethyl]-thiourea). Reaction SMILES: C(=O)([O-])[O-].[K+].[K+].Cl.Cl.[NH2:9][CH2:10][CH2:11][S:12][CH2:13][C:14]1[S:18][CH:17]=[N:16][C:15]=1[CH3:19].[CH3:20][N:21]=[C:22]=[S:23]>O>[CH3:20][NH:21][C:22]([NH:9][CH2:10][CH2:11][S:12][CH2:13][C:14]1[S:18][CH:17]=[N:16][C:15]=1[CH3:19])=[S:23] |f:0.1.2,3.4.5|. Procedure details: Potassium carbonate (7.75 g.) is added to a solution of 15.6 g. of 5-(2-aminoethyl)thiomethyl-4-methylthiazole dihydrochloride in 120 ml. of water. The solution is maintained at ambient temperature for 15 minutes and 5.15 g. of methyl isothiocyanate is added. After refluxing for 1.5 hours, the solution is cooled and the product is collected by filtration to give N-methyl-N'-[2-(4-methyl-5-thiazolylmethylthio)ethyl]-thiourea. Reactants: C(C)(C)(C)OC(=O)N1CC(C1)CN1N=CC(=C1)C=1C=NC2=CC=C(C=C2C1)CC1=NN=C2N1N=C(C=C2)C (3-{4-[6-(6-methyl-[1,2,4]triazolo[4,3-b]pyridazin-3-ylmethyl)-quinolin-3-yl]-pyrazol-1-ylmethyl}-azetidine-1-carboxylic acid tert-butyl ester), C(=O)(C(F)(F)F)O (TFA). Run in ClCCl (dichloromethane). Reaction conditions: time 2 hour. Product: N1CC(C1)CN1N=CC(=C1)C=1C=NC2=CC=C(C=C2C1)CC1=NN=C2N1N=C(C=C2)C (3-(1-azetidin-3-ylmethyl-1H-pyrazol-4-yl)-6-(6-methyl-[1,2,4]triazolo[4,3-b]pyridazin-3-ylmethyl)-quinoline). Reaction SMILES: C(OC([N:8]1[CH2:11][CH:10]([CH2:12][N:13]2[CH:17]=[C:16]([C:18]3[CH:19]=[N:20][C:21]4[C:26]([CH:27]=3)=[CH:25][C:24]([CH2:28][C:29]3[N:33]5[N:34]=[C:35]([CH3:38])[CH:36]=[CH:37][C:32]5=[N:31][N:30]=3)=[CH:23][CH:22]=4)[CH:15]=[N:14]2)[CH2:9]1)=O)(C)(C)C.C(O)(C(F)(F)F)=O>ClCCl>[NH:8]1[CH2:11][CH:10]([CH2:12][N:13]2[CH:17]=[C:16]([C:18]3[CH:19]=[N:20][C:21]4[C:26]([CH:27]=3)=[CH:25][C:24]([CH2:28][C:29]3[N:33]5[N:34]=[C:35]([CH3:38])[CH:36]=[CH:37][C:32]5=[N:31][N:30]=3)=[CH:23][CH:22]=4)[CH:15]=[N:14]2)[CH2:9]1. Procedure details: To 3-{4-[6-(6-methyl-[1,2,4]triazolo[4,3-b]pyridazin-3-ylmethyl)-quinolin-3-yl]-pyrazol-1-ylmethyl}-azetidine-1-carboxylic acid tert-butyl ester (189 mg) was added 6 mL of TFA:dichloromethane/1:1 solution. The mixture was allowed to sit for 2 hours. The volatiles were removed by rotary evaporation and then Methanol (6 mL) and MP-carbonate (400 mg, 3.18 mmol/g) were added. The resin was filtered and the volatiles were removed in vacuo to obtain a quantitative yield of 3-(1-azetidin-3-ylmethyl-1H-... The reactants are [N+](=O)(O)[O-] (nitric acid), FC=1C=CC2=C(NC(O2)=O)C1 (5-fluoro-benzoxazol-2-one). The solvent is O (water). Conditions: temperature 50 celsius, time 3 hour. Yields the product FC=1C(=CC2=C(NC(O2)=O)C1)[N+](=O)[O-] (5-fluoro-6-nitro-benzoxazol-2-one). The yield is 88.0%. As a reaction SMILES: [N+:1]([O-:4])(O)=[O:2].[F:5][C:6]1[CH:7]=[CH:8][C:9]2[O:13][C:12](=[O:14])[NH:11][C:10]=2[CH:15]=1>O>[F:5][C:6]1[C:7]([N+:1]([O-:4])=[O:2])=[CH:8][C:9]2[O:13][C:12](=[O:14])[NH:11][C:10]=2[CH:15]=1. Reported procedure: In a 500-ml flask, place 100 ml of concentrated nitric acid (70%) and warm to 45° C. Add 30.6 g (0.2 m) of 5-fluoro-benzoxazol-2-one (1a; X=F) and stir at 50° C. for 3 hrs. Add 240 ml of water slowly, and stir and cool to room temperature. Collect solid, wash with water, and dry in air to give 35.0 g (88%) of 5-fluoro-6-nitro-benzoxazol-2-one (2a; X=F) as pale yellow solids. Reactants: CCCCN=C=O, ClC(Cl)Cl, CCN(CC)c1ccc(N)c(C(=O)NCC2CCN(C(c3ccccc3)c3ccccc3)CC2)c1. The product is CCCCNC(=O)Nc1ccc(N(CC)CC)cc1C(=O)NCC1CCN(C(c2ccccc2)c2ccccc2)CC1. Reaction SMILES: [CH2:36]([CH2:37][CH2:38][CH3:39])[N:40]=[C:41]=[O:42].[Cl:43][CH:44]([Cl:45])[Cl:46].[NH2:1][c:2]1[c:3]([C:4](=[O:5])[NH:6][CH2:7][CH:8]2[CH2:9][CH2:10][N:11]([CH:14]([c:15]3[cH:16][cH:17][cH:18][cH:19][cH:20]3)[c:21]3[cH:22][cH:23][cH:24][cH:25][cH:26]3)[CH2:12][CH2:13]2)[cH:27][c:28]([N:31]([CH2:32][CH3:33])[CH2:34][CH3:35])[cH:29][cH:30]1>>[NH:1]([c:2]1[c:3]([C:4](=[O:5])[NH:6][CH2:7][CH:8]2[CH2:9][CH2:10][N:11]([CH:14]([c:15]3[cH:16][cH:17][cH:18][cH:19][cH:20]3)[c:21]3[cH:22][cH:23][cH:24][cH:25][cH:26]3)[CH2:12][CH2:13]2)[cH:27][c:28]([N:31]([CH2:32][CH3:33])[CH2:34][CH3:35])[cH:29][cH:30]1)[C:41]([NH:40][CH2:36][CH2:37][CH2:38][CH3:39])=[O:42].